From a dataset of the Open Reaction Database (ORD), a public repository of structured organic reaction records. describe an organic reaction: reactants, conditions, products, and yield The reactants are C(C=C)N1CC(C(C1)C1CC1)CN1CCC(CC1)C1=CC=C(C=C1)F (1-allyl-3-(RS)-(4-(4-fluoro phenyl)piperidinylmethyl)-4-(SR)-(cyclopropyl)pyrrolidine), solution, CC#N (CH3CN). Reagents/catalysts: C1=CC=C(C=C1)P(C2=CC=CC=C2)C3=CC=CC=C3.C1=CC=C(C=C1)P(C2=CC=CC=C2)C3=CC=CC=C3.C1=CC=C(C=C1)P(C2=CC=CC=C2)C3=CC=CC=C3.[Cl-].[Rh] (Wilkinson's catalyst). Solvent: O (water). Conditions: time 3 hour. Product: FC1=CC=C(C=C1)C1CCN(CC1)CC1CNCC1C1CC1 (3-(RS)-(4-(4-Fluorophenyl)piperidinylmethyl)-4-(SR)-(cyclopropyl)pyrrolidine). RXN SMILES: C([N:4]1[CH2:8][CH:7]([CH:9]2[CH2:11][CH2:10]2)[CH:6]([CH2:12][N:13]2[CH2:18][CH2:17][CH:16]([C:19]3[CH:24]=[CH:23][C:22]([F:25])=[CH:21][CH:20]=3)[CH2:15][CH2:14]2)[CH2:5]1)C=C.CC#N>C1C=CC(P(C2C=CC=CC=2)C2C=CC=CC=2)=CC=1.C1C=CC(P(C2C=CC=CC=2)C2C=CC=CC=2)=CC=1.C1C=CC(P(C2C=CC=CC=2)C2C=CC=CC=2)=CC=1.[Cl-].[Rh].O>[F:25][C:22]1[CH:23]=[CH:24][C:19]([CH:16]2[CH2:17][CH2:18][N:13]([CH2:12][CH:6]3[CH:7]([CH:9]4[CH2:10][CH2:11]4)[CH2:8][NH:4][CH2:5]3)[CH2:14][CH2:15]2)=[CH:20][CH:21]=1 |f:2.3.4.5.6|. Procedure details: A mixture of 0.2 g (0.58 mmol) of 1-allyl-3-(RS)-(4-(4-fluoro phenyl)piperidinylmethyl)-4-(SR)-(cyclopropyl)pyrrolidine and 0.02 g (0.02 mmol) of Wilkinson's catalyst [Rh(PPh)3Cl] in 10 mL of an 90% solution of CH3CN and water in a Dean-Stark apparatus was heated at reflux and stirred for 3 h. The reaction mixture was cooled to rt and concentrated. The residue was purified by chomatography (silica, CHCl3: MeOH: NH3, 90: 10:1) to give the title compound. The reactants are CC(=O)O, COc1ccc(C)nc1, O, OO. Yields the product COc1ccc(C)[n+]([O-])c1. RXN SMILES: [CH3:13][C:14](=[O:15])[OH:16].[CH3:1][O:2][c:3]1[cH:4][cH:5][c:6]([CH3:9])[n:7][cH:8]1.[OH2:12].[OH:10][OH:11]>>[CH3:1][O:2][c:3]1[cH:4][cH:5][c:6]([CH3:9])[n+:7]([O-:10])[cH:8]1.